Dataset: the Open Reaction Database (ORD), a public repository of structured organic reaction records. Task: describe an organic reaction: reactants, conditions, products, and yield Reactants: C=O (formaldehyde), OCC(C)(C)NC(=O)C1=CN(C2=NC=C(N=C21)N2N=C(C1=CC=CC=C21)C2CCNCC2)COCC[Si](C)(C)C (N-(1-hydroxy-2-methylpropan-2-yl)-2-(3-(piperidin-4-yl)-1H-indazol-1-yl)-5-((2-(trimethylsilyl)ethoxy)methyl)-5H-pyrrolo[2,3-b]pyrazine-7-carboxamide), C(C)(=O)O[BH-](OC(C)=O)OC(C)=O.[Na+] (sodium triacetoxyborohydride). The solvent is CO (methanol). Conditions: time 15 hour. Yields the product N1=C2C(=NC=C1)NC=C2C(=O)N (5H-pyrrolo[2,3-b]pyrazine-7-carboxamide). The yield is 198.6%. As a reaction SMILES: OCC([NH:6][C:7]([C:9]1[C:17]2[C:12](=[N:13][CH:14]=[C:15](N3C4C(=CC=CC=4)C(C4CCNCC4)=N3)[N:16]=2)[N:11](COCC[Si](C)(C)C)[CH:10]=1)=[O:8])(C)C.C=O.C(O[BH-](OC(=O)C)OC(=O)C)(=O)C.[Na+]>CO>[N:16]1[CH:15]=[CH:14][N:13]=[C:12]2[NH:11][CH:10]=[C:9]([C:7]([NH2:6])=[O:8])[C:17]=12 |f:2.3|. Procedure details: To a stirred solution of N-(1-hydroxy-2-methylpropan-2-yl)-2-(3-(piperidin-4-yl)-1H-indazol-1-yl)-5-((2-(trimethylsilyl)ethoxy)methyl)-5H-pyrrolo[2,3-b]pyrazine-7-carboxamide (100 mg, 177 μmol) in methanol (4 mL), cooled to 0° C. with an ice bath, was added 37% aqueous formaldehyde (1 mL, 13.4 mmol), followed by the addition of sodium triacetoxyborohydride (84.6 mg, 399 μmol). The reaction mixture was stirred at room temperature for 15 h then concentrated in vacuo. Purification by chromatography... Starting materials: [BH4-], CO, O=C1CC(c2cccc(C#Cc3ccc(OC(F)F)cc3)c2)C1, [Na+], O. Product: OC1CC(c2cccc(C#Cc3ccc(OC(F)F)cc3)c2)C1. RXN SMILES: [BH4-:24].[CH3:27][OH:28].[F:1][CH:2]([O:3][c:4]1[cH:5][cH:6][c:7]([C:10]#[C:11][c:12]2[cH:13][c:14]([CH:18]3[CH2:19][C:20](=[O:22])[CH2:21]3)[cH:15][cH:16][cH:17]2)[cH:8][cH:9]1)[F:23].[Na+:25].[OH2:26]>>[F:1][CH:2]([O:3][c:4]1[cH:5][cH:6][c:7]([C:10]#[C:11][c:12]2[cH:13][c:14]([CH:18]3[CH2:19][CH:20]([OH:22])[CH2:21]3)[cH:15][cH:16][cH:17]2)[cH:8][cH:9]1)[F:23]. The reactants are CCC(=O)Nc1ccc(Sc2ccccc2[N+](=O)[O-])cc1C(=O)OC, CCOC(C)=O, [H][H]. The product is CCC(=O)Nc1ccc(Sc2ccccc2N)cc1C(=O)OC. Reaction SMILES: [CH3:1][O:2][C:3]([c:4]1[c:5]([NH:20][C:21]([CH2:22][CH3:23])=[O:24])[cH:6][cH:7][c:8]([S:10][c:11]2[c:12]([N+:17]([O-:18])=[O:19])[cH:13][cH:14][cH:15][cH:16]2)[cH:9]1)=[O:25].[CH3:28][CH2:29][O:30][C:31](=[O:32])[CH3:33].[H:26][H:27]>>[CH3:1][O:2][C:3]([c:4]1[c:5]([NH:20][C:21]([CH2:22][CH3:23])=[O:24])[cH:6][cH:7][c:8]([S:10][c:11]2[c:12]([NH2:17])[cH:13][cH:14][cH:15][cH:16]2)[cH:9]1)=[O:25]. Starting materials: CCO, CN1CCCC1Cc1c[nH]c2ccc(C=CS(N)(=O)=O)cc12. The product is CN1CCCC1Cc1c[nH]c2ccc(CCS(N)(=O)=O)cc12. Reaction SMILES: [CH3:23][CH2:24][OH:25].[NH2:1][S:2](=[O:3])(=[O:4])[CH:5]=[CH:6][c:7]1[cH:8][c:9]2[c:10]([CH2:16][CH:17]3[N:18]([CH3:22])[CH2:19][CH2:20][CH2:21]3)[cH:11][nH:12][c:13]2[cH:14][cH:15]1>>[NH2:1][S:2](=[O:3])(=[O:4])[CH2:5][CH2:6][c:7]1[cH:8][c:9]2[c:10]([CH2:16][CH:17]3[N:18]([CH3:22])[CH2:19][CH2:20][CH2:21]3)[cH:11][nH:12][c:13]2[cH:14][cH:15]1. The reactants are ClC=1C=CN2C(C(=CC(=C2C1C)C1CC1)C(=O)OC)=O (methyl 8-chloro-1-cyclopropyl-9-methyl-4-oxo-4H-quinolizine-3-carboxylate), CC1(OB(OC1(C)C)C=1C=NN(C1)C(=O)OC(C)(C)C)C (tert-butyl 4-(4,4,5,5-tetramethyl-1,3,2-dioxaborolan-2-yl)-1H-pyrazole-1-carboxylate). The product is N1N=CC(=C1)C=1C=CN2C(C(=CC(=C2C1C)C1CC1)C(=O)OC)=O (methyl 8-(1H-pyrazol-4-yl)-1-cyclopropyl-9-methyl-4-oxo-4H-quinolizine-3-carboxylate). Yield: 49.1%. Reaction SMILES: Cl[C:2]1[CH:3]=[CH:4][N:5]2[C:10]([C:11]=1[CH3:12])=[C:9]([CH:13]1[CH2:15][CH2:14]1)[CH:8]=[C:7]([C:16]([O:18][CH3:19])=[O:17])[C:6]2=[O:20].CC1(C)C(C)(C)OB([C:29]2[CH:30]=[N:31][N:32](C(OC(C)(C)C)=O)[CH:33]=2)O1>>[NH:31]1[CH:30]=[C:29]([C:2]2[CH:3]=[CH:4][N:5]3[C:10]([C:11]=2[CH3:12])=[C:9]([CH:13]2[CH2:15][CH2:14]2)[CH:8]=[C:7]([C:16]([O:18][CH3:19])=[O:17])[C:6]3=[O:20])[CH:33]=[N:32]1. Procedure: Methyl 8-(1H-pyrazol-4-yl)-1-cyclopropyl-9-methyl-4-oxo-4H-quinolizine-3-carboxylate was prepared according to General Procedure A from methyl 8-chloro-1-cyclopropyl-9-methyl-4-oxo-4H-quinolizine-3-carboxylate (100 mg, 0.34 mmol) and tert-butyl 4-(4,4,5,5-tetramethyl-1,3,2-dioxaborolan-2-yl)-1H-pyrazole-1-carboxylate (120.8 mg, 0.41 mmol). Purification by flash silica column chromatography (DCM:MeOH) (1:0 to 9:1) afforded the title compound as a yellow solid (54 mg, 49%). Starting materials: resultant mixture, OCC1(OCCC1)CO (2,2-bishydroxymethyl tetrahydrofuran), BrCCCCCCCCCCCCCCCCCC (1-bromooctadecane), [OH-].[K+] (potassium hydroxide), O (water). The solvent is [Cl-].[Na+] (sodium chloride), CS(=O)C.O1CCCC1 (dimethylsulfoxide tetrahydrofuran). Yields the product OCC1(OCCC1)COCCCCCCCCCCCCCCCCCC (2-hydroxymethyl-2-octadecyloxymethyl tetrahydrofuran). Reaction SMILES: [OH:1][CH2:2][C:3]1([CH2:8][OH:9])[CH2:7][CH2:6][CH2:5][O:4]1.Br[CH2:11][CH2:12][CH2:13][CH2:14][CH2:15][CH2:16][CH2:17][CH2:18][CH2:19][CH2:20][CH2:21][CH2:22][CH2:23][CH2:24][CH2:25][CH2:26][CH2:27][CH3:28].[OH-].[K+].O>CS(C)=O.O1CCCC1.[Cl-].[Na+]>[OH:1][CH2:2][C:3]1([CH2:8][O:9][CH2:28][CH2:27][CH2:26][CH2:25][CH2:24][CH2:23][CH2:22][CH2:21][CH2:20][CH2:19][CH2:18][CH2:17][CH2:16][CH2:15][CH2:14][CH2:13][CH2:12][CH3:11])[CH2:7][CH2:6][CH2:5][O:4]1 |f:2.3,5.6,7.8|. Procedure details: To a mixture of 2.64 g (20 mmol) of 2,2-bishydroxymethyl tetrahydrofuran and 2.20 g (6.6 mmol) of 1-bromooctadecane in 8 ml of a dimethylsulfoxide-tetrahydrofuran solution in a 1:1 ratio was added 1.84 g (26.4 mmol) of finely powdered potassium hydroxide and the resultant mixture was stirred at room temperature for 2 hours. The mixture was then poured into 100 ml of water, diluted with a saturated sodium chloride solution and extracted with ether. The ether extract was then washed with saturated... Starting materials: CC(C)[O-], CC(C)[O-], CC(C)[O-], CC(C)[O-], CCO, Cl, FC1(F)CCNCC1, O=CC1(c2ccc(OCCCN3CCCC3)cc2)CCOCC1, [Ti+4]. Product: FC1(F)CCN(CC2(c3ccc(OCCCN4CCCC4)cc3)CCOCC2)CC1. RXN SMILES: [CH3:33][CH:34]([CH3:35])[O-:36].[CH3:38][CH:39]([CH3:40])[O-:41].[CH3:42][CH:43]([CH3:44])[O-:45].[CH3:46][CH:47]([CH3:48])[O-:49].[CH3:50][CH2:51][OH:52].[ClH:24].[F:25][C:26]1([F:32])[CH2:27][CH2:28][NH:29][CH2:30][CH2:31]1.[N:1]1([CH2:6][CH2:7][CH2:8][O:9][c:10]2[cH:11][cH:12][c:13]([C:16]3([CH:22]=[O:23])[CH2:17][CH2:18][O:19][CH2:20][CH2:21]3)[cH:14][cH:15]2)[CH2:2][CH2:3][CH2:4][CH2:5]1.[Ti+4:37]>>[N:1]1([CH2:6][CH2:7][CH2:8][O:9][c:10]2[cH:11][cH:12][c:13]([C:16]3([CH2:22][N:29]4[CH2:28][CH2:27][C:26]([F:25])([F:32])[CH2:31][CH2:30]4)[CH2:17][CH2:18][O:19][CH2:20][CH2:21]3)[cH:14][cH:15]2)[CH2:2][CH2:3][CH2:4][CH2:5]1.